From a dataset of the Open Reaction Database (ORD), a public repository of structured organic reaction records. describe an organic reaction: reactants, conditions, products, and yield Reactants: CC(C)N(C)C(=O)CCc1ccc(N2CC(=O)NS2(=O)=O)c(OCc2ccccc2)c1, CCOC(C)=O. The product is CC(C)N(C)C(=O)CCc1ccc(N2CC(=O)NS2(=O)=O)c(O)c1. Reaction SMILES: [CH2:1]([c:2]1[cH:3][cH:4][cH:5][cH:6][cH:7]1)[O:8][c:9]1[cH:10][c:11]([CH2:23][CH2:24][C:25](=[O:26])[N:27]([CH3:28])[CH:29]([CH3:30])[CH3:31])[cH:12][cH:13][c:14]1[N:15]1[S:16](=[O:21])(=[O:22])[NH:17][C:18](=[O:20])[CH2:19]1.[CH3:32][CH2:33][O:34][C:35]([CH3:36])=[O:37]>>[OH:8][c:9]1[cH:10][c:11]([CH2:23][CH2:24][C:25](=[O:26])[N:27]([CH3:28])[CH:29]([CH3:30])[CH3:31])[cH:12][cH:13][c:14]1[N:15]1[S:16](=[O:21])(=[O:22])[NH:17][C:18](=[O:20])[CH2:19]1. Reactants: ClC=1C=C(C(=NC1)C(=O)Cl)N(COC)S(=O)(=O)C1=CC(=C(C=C1)Cl)C(F)(F)F (5-chloro-3-[(4-chloro-3-trifluoromethyl-benzenesulfonyl)-methoxymethyl-amino]-pyridine-2-carbonyl chloride), C(C)(C)(C)OC(=O)N1N=C(C=C1)NC(C)C (3-isopropylamino-pyrazole-1-carboxylic acid tert-butyl ester), TEA. Solvent: C1CCOC1 (THF). Conditions: time 2 hour. Product: C(C)(C)(C)OC(=O)N1N=C(C=C1)N(C(C)C)C(=O)C1=NC=C(C=C1N(COC)S(=O)(=O)C1=CC(=C(C=C1)Cl)C(F)(F)F)Cl (3-({5-chloro-3-[(4-chloro-3-trifluoromethyl-benzenesulfonyl)-methoxymethyl-amino]-pyridine-2-carbonyl}-isopropyl-amino)-pyrazole-1-carboxylic acid tert-butyl ester). As a reaction SMILES: [Cl:1][C:2]1[CH:3]=[C:4]([N:11]([S:15]([C:18]2[CH:23]=[CH:22][C:21]([Cl:24])=[C:20]([C:25]([F:28])([F:27])[F:26])[CH:19]=2)(=[O:17])=[O:16])[CH2:12][O:13][CH3:14])[C:5]([C:8](Cl)=[O:9])=[N:6][CH:7]=1.[C:29]([O:33][C:34]([N:36]1[CH:40]=[CH:39][C:38]([NH:41][CH:42]([CH3:44])[CH3:43])=[N:37]1)=[O:35])([CH3:32])([CH3:31])[CH3:30]>C1COCC1>[C:29]([O:33][C:34]([N:36]1[CH:40]=[CH:39][C:38]([N:41]([C:8]([C:5]2[C:4]([N:11]([S:15]([C:18]3[CH:23]=[CH:22][C:21]([Cl:24])=[C:20]([C:25]([F:26])([F:28])[F:27])[CH:19]=3)(=[O:17])=[O:16])[CH2:12][O:13][CH3:14])=[CH:3][C:2]([Cl:1])=[CH:7][N:6]=2)=[O:9])[CH:42]([CH3:44])[CH3:43])=[N:37]1)=[O:35])([CH3:32])([CH3:31])[CH3:30]. Procedure: A mixture of 5-chloro-3-[(4-chloro-3-trifluoromethyl-benzenesulfonyl)-methoxymethyl-amino]-pyridine-2-carbonyl chloride (100 mg, 0.2 mmol), 3-isopropylamino-pyrazole-1-carboxylic acid tert-butyl ester (54 mg, 0.24 mmol), TEA (0.88 mL) in THF was stirred at RT for 2 hours and then purified by flash column to give 3-({5-chloro-3-[(4-chloro-3-trifluoromethyl-benzenesulfonyl)-methoxymethyl-amino]-pyridine-2-carbonyl}-isopropyl-amino)-pyrazole-1-carboxylic acid tert-butyl ester. The reactants are C(#N)C1(CC1)NC(=O)[C@H]1[C@@H](C[C@@H](C1)S(=O)(=O)C1=C(C=C(C=C1)F)C(F)(F)F)C(=O)N1CC(C1)(F)F ((1R,2R,4R)-2-(3,3-Difluoro-azetidine-1-carbonyl)-4-(4-fluoro-2-trifluoromethyl-benzenesulfonyl)-cyclopentanecarboxylic acid (1-cyano-cyclopropyl)-amide), C([O-])([O-])=O.[Cs+].[Cs+] (cesium carbonate), OC1COC1 (3-hydroxyoxetane). Solvent: CN(C=O)C (N,N-dimethylformamide). Conditions: temperature 50 celsius, time 16 hour. Product: C(#N)C1(CC1)NC(=O)C1C(CC(C1)S(=O)(=O)C1=C(C=C(C=C1)OC1COC1)C(F)(F)F)C(=O)N1CC(C1)(F)F (2-(3,3-Difluoro-azetidine-1-carbonyl)-4-[4-(oxetan-3-yloxy)-2-trifluoromethyl-benzenesulfonyl]-cyclopentanecarboxylic acid (1-cyano-cyclopropyl)-amide). Isolated yield 36.8%. As a reaction SMILES: [C:1]([C:3]1([NH:6][C:7]([C@@H:9]2[CH2:13][C@@H:12]([S:14]([C:17]3[CH:22]=[CH:21][C:20](F)=[CH:19][C:18]=3[C:24]([F:27])([F:26])[F:25])(=[O:16])=[O:15])[CH2:11][C@H:10]2[C:28]([N:30]2[CH2:33][C:32]([F:35])([F:34])[CH2:31]2)=[O:29])=[O:8])[CH2:5][CH2:4]1)#[N:2].C(=O)([O-])[O-].[Cs+].[Cs+].[OH:42][CH:43]1[CH2:46][O:45][CH2:44]1>CN(C)C=O>[C:1]([C:3]1([NH:6][C:7]([CH:9]2[CH2:13][CH:12]([S:14]([C:17]3[CH:22]=[CH:21][C:20]([O:42][CH:43]4[CH2:46][O:45][CH2:44]4)=[CH:19][C:18]=3[C:24]([F:25])([F:26])[F:27])(=[O:15])=[O:16])[CH2:11][CH:10]2[C:28]([N:30]2[CH2:31][C:32]([F:34])([F:35])[CH2:33]2)=[O:29])=[O:8])[CH2:4][CH2:5]1)#[N:2] |f:1.2.3|. Procedure: A mixture of (1R,2R,4R)-2-(3,3-Difluoro-azetidine-1-carbonyl)-4-(4-fluoro-2-trifluoromethyl-benzenesulfonyl)-cyclopentanecarboxylic acid (1-cyano-cyclopropyl)-amide (Example 118, 87 mg, 0.16 mmol), cesium carbonate (162 mg, 0.49 mmol) and 3-hydroxyoxetane (35 mg, 0.5 mmol) in N,N-dimethylformamide (3 mL) was stirred at 50° C. for 16 h. The reaction mixture was partitioned between ethyl acetate and a saturated aqueous solution of sodium hydrogenocarbonate. The aqueous layer was extracted with eth... Starting materials: CC1CO1, COC(=O)c1ccc(S)cc1Cl. The product is COC(=O)c1ccc(SCC(C)O)cc1Cl. Reaction SMILES: [CH2:1]1[CH:2]([CH3:3])[O:4]1.[Cl:5][c:6]1[c:7]([C:8](=[O:9])[O:10][CH3:11])[cH:12][cH:13][c:14]([SH:16])[cH:15]1>>[CH2:1]([CH:2]([CH3:3])[OH:4])[S:16][c:14]1[cH:13][cH:12][c:7]([C:8](=[O:9])[O:10][CH3:11])[c:6]([Cl:5])[cH:15]1. Reactants: COC(C)(C)C (Tert-butyl methyl ether), [OH-].[Na+] (sodium hydroxide), BrCCCCCCBr (1,6-dibromohexane), C(CC#C)O (But-3-yn-1-ol). The reagents and catalysts are [Br-].C(CCC)[N+](CCCC)(CCCC)CCCC (tetra-butylammonium bromide). The solvent is [Cl-].[Na+].O (brine). Conditions: temperature 50 celsius, time 8 hour. Product: C(CC#C)OCCCCCCBr (6-Bromohexyl but-3-ynyl ether). The yield is 31.1%. As a reaction SMILES: [OH-].[Na+].Br[CH2:4][CH2:5][CH2:6][CH2:7][CH2:8][CH2:9][Br:10].[CH2:11]([OH:15])[CH2:12][C:13]#[CH:14].COC(C)(C)C>[Br-].C([N+](CCCC)(CCCC)CCCC)CCC.[Cl-].[Na+].O>[CH2:11]([O:15][CH2:4][CH2:5][CH2:6][CH2:7][CH2:8][CH2:9][Br:10])[CH2:12][C:13]#[CH:14] |f:0.1,5.6,7.8.9|. Procedure details: A mixture of 50% w/v aqueous sodium hydroxide (2500 ml), 1,6-dibromohexane (2610 g) and tetra-butylammonium bromide (25 g) was warmed to 50° C., with stirring. But-3-yn-1-ol (500 g) was then added to the reaction mixture at such a rate as to ensure the content's temperature did not exceed 65° C. The reaction was left at 50° C. overnight before being cooled to room temperature. Tert-butyl methyl ether (2500 ml) and brine (2000 ml) was added to the cooled mixture and the layers allowed to separate... Reactants: OC(COC1=CC=C(N)C=C1)CNC(C)C (4-[2-Hydroxy-3-(isopropylamino)propoxy]aniline), Cl (hydrogen chloride), N(C1=CC=CC=C1)C1=NC(=NC=C1Cl)Cl (4-Anilino-2,5-dichloropyrimidine). The solvent is CO (methanol), C(CCC)O (n-butanol). Reaction conditions: temperature 100 celsius. Product: N(C1=CC=CC=C1)C1=NC(=NC=C1Cl)NC1=CC=C(C=C1)OCC(CNC(C)C)O (4-Anilino-5-chloro-2-{4-[2-hydroxy-3-(isopropylamino)propoxy]anilino}pyrimidine). Yield: 41.3%. Reaction SMILES: [NH:1]([C:8]1[C:13]([Cl:14])=[CH:12][N:11]=[C:10](Cl)[N:9]=1)[C:2]1[CH:7]=[CH:6][CH:5]=[CH:4][CH:3]=1.[OH:16][CH:17]([CH2:27][NH:28][CH:29]([CH3:31])[CH3:30])[CH2:18][O:19][C:20]1[CH:26]=[CH:25][C:23]([NH2:24])=[CH:22][CH:21]=1.Cl>C(O)CCC.CO>[NH:1]([C:8]1[C:13]([Cl:14])=[CH:12][N:11]=[C:10]([NH:24][C:23]2[CH:25]=[CH:26][C:20]([O:19][CH2:18][CH:17]([OH:16])[CH2:27][NH:28][CH:29]([CH3:30])[CH3:31])=[CH:21][CH:22]=2)[N:9]=1)[C:2]1[CH:7]=[CH:6][CH:5]=[CH:4][CH:3]=1. Reported procedure: 4-Anilino-2,5-dichloropyrimidine (Method 7, 241 ma, 1.0 mmol) was dissolved in n-butanol (20 ml) and methanol (4 ml). 4-[2-Hydroxy-3-(isopropylamino)propoxy]aniline (obtained as described in Pharmazie 1980, 35, 278; 202 mg, 0.9 mmol) and ethereal hydrogen chloride (1.0M; 2 ml, 2.0 mmol) were added and the solution was heated at 100° C. for 20 hours, allowed to cool to ambient temperature and then concentrated to a volume of 5 ml. The solution was loaded on a Varian Mega Bond Elut column and the ... Reactants: Cc1cccc(CBr)n1, Cc1cc(C(=O)c2c[nH]c3ccccc3c2=O)cnc1C, CN(C)C=O, [H-], [Na+]. The product is Cc1cccc(Cn2cc(C(=O)c3cnc(C)c(C)c3)c(=O)c3ccccc32)n1. As a reaction SMILES: [Br:24][CH2:25][c:26]1[n:27][c:28]([CH3:32])[cH:29][cH:30][cH:31]1.[CH3:1][c:2]1[cH:3][c:4]([C:9](=[O:10])[c:11]2[cH:12][nH:13][c:14]3[cH:15][cH:16][cH:17][cH:18][c:19]3[c:20]2=[O:21])[cH:5][n:6][c:7]1[CH3:8].[CH3:33][N:34]([CH3:35])[CH:36]=[O:37].[H-:22].[Na+:23]>>[CH3:1][c:2]1[cH:3][c:4]([C:9](=[O:10])[c:11]2[cH:12][n:13]([CH2:25][c:26]3[n:27][c:28]([CH3:32])[cH:29][cH:30][cH:31]3)[c:14]3[cH:15][cH:16][cH:17][cH:18][c:19]3[c:20]2=[O:21])[cH:5][n:6][c:7]1[CH3:8]. Reactants: C(C1=CC=CC=C1)[C@H]1C(=O)OC([C@@H](C1)CC1=CC=CC=C1)=O ((S,S)-2,4-dibenzylglutaric anhydride), C(C1=CC=CC=C1)OC[C@H](N)C(=O)O (O-benzyl-(L)-serine), 5,6-di-O-isopropylidene-D-glucofuranos-3-yl ester. The solvent is C(Cl)Cl (methylene chloride), CCOCC (ether). The product is C(C1=CC=CC=C1)[C@@H](C(=O)N[C@@H](COCC1=CC=CC=C1)C(=O)O)C[C@H](C(=O)O)CC1=CC=CC=C1 (N-[(S,S)-2,4-dibenzyl-4-carboxybutyryl]-O-benzyl-(L)-serine). As a reaction SMILES: [CH2:1]([C@@H:8]1[CH2:14][C@@H:13]([CH2:15][C:16]2[CH:21]=[CH:20][CH:19]=[CH:18][CH:17]=2)[C:12](=[O:22])[O:11][C:9]1=[O:10])[C:2]1[CH:7]=[CH:6][CH:5]=[CH:4][CH:3]=1.[CH2:23]([O:30][CH2:31][C@@H:32]([C:34]([OH:36])=[O:35])[NH2:33])[C:24]1[CH:29]=[CH:28][CH:27]=[CH:26][CH:25]=1>C(Cl)Cl.CCOCC>[CH2:15]([C@H:13]([CH2:14][C@@H:8]([CH2:1][C:2]1[CH:3]=[CH:4][CH:5]=[CH:6][CH:7]=1)[C:9]([OH:11])=[O:10])[C:12]([NH:33][C@H:32]([C:34]([OH:36])=[O:35])[CH2:31][O:30][CH2:23][C:24]1[CH:29]=[CH:28][CH:27]=[CH:26][CH:25]=1)=[O:22])[C:16]1[CH:17]=[CH:18][CH:19]=[CH:20][CH:21]=1. Procedure: A solution of 0.5 g of (S,S)-2,4-dibenzylglutaric anhydride and 0.82 g of O-benzyl-(L)-serine 1,2:5,6-di-O-isopropylidene-D-glucofuranos-3-yl ester in 10 ml of methylene chloride is stirred at room temperature overnight. The solution is diluted with ether, washed with 1N hydrochloric acid, water, dried (Na2SO4), filtered and concentrated to give N-[(S,S)-2,4-dibenzyl-4-carboxybutyryl]-O-benzyl-(L)-serine 1,2:5,6-di-O-isopropylidene-D-glucofuranos-3-yl ester melting at 55°-58°; [ ]D =+2.2°.